Dataset: the Open Reaction Database (ORD), a public repository of structured organic reaction records. Task: describe an organic reaction: reactants, conditions, products, and yield The reactants are [H-].[Na+] (NaH), C(CCC)C1=C(C(NC(=N1)N=CN(C)C)=O)CC1=CC=C(C=C1)C1=C(C=CC=C1)C(=O)OC (6-butyl-2-dimethylaminomethylenamino-5-[(2'-methoxycarbonylbiphenyl-4-yl)methyl]pyrimidin-4-one). Run in C1CCOC1 (THF). Product: C(CCC)C=1N=C(N(C(C1CC1=CC=C(C=C1)C1=C(C=CC=C1)C(=O)OC)=O)CC(=O)OC)N=CN(C)C (4-butyl-2-dimethylaminomethylenamino-5-[(2'-methoxycarbonylbiphenyl-4-yl)methyl]-1-methoxycarbonylmethylpyrimidin-6-one). Yield: 158.4%. Reaction SMILES: [H-].[Na+].[CH2:3]([C:7]1[N:12]=[C:11]([N:13]=[CH:14][N:15]([CH3:17])[CH3:16])[NH:10][C:9](=[O:18])[C:8]=1[CH2:19][C:20]1[CH:25]=[CH:24][C:23]([C:26]2[CH:31]=[CH:30][CH:29]=[CH:28][C:27]=2[C:32]([O:34][CH3:35])=[O:33])=[CH:22][CH:21]=1)[CH2:4][CH2:5][CH3:6]>C1COCC1>[CH2:3]([C:7]1[N:12]=[C:11]([N:13]=[CH:14][N:15]([CH3:17])[CH3:16])[N:10]([CH2:27][C:32]([O:34][CH3:35])=[O:33])[C:9](=[O:18])[C:8]=1[CH2:19][C:20]1[CH:21]=[CH:22][C:23]([C:26]2[CH:31]=[CH:30][CH:29]=[CH:28][C:27]=2[C:32]([O:34][CH3:35])=[O:33])=[CH:24][CH:25]=1)[CH2:4][CH2:5][CH3:6] |f:0.1|. Reported procedure: A suspension of 7 mg of 80% NaH in 1 ml of anhydrous THF is added with a solution of 0.1 g of 6-butyl-2-dimethylaminomethylenamino-5-[(2'-methoxycarbonylbiphenyl-4-yl)methyl]pyrimidin-4-one under nitrogen atmosphere and with magnetic stirring. When bubbling is over, the yellow clear solution is added with 21 μl of methyl bromoacetate and, after 30', the solvent is evaporated off under reduced pressure. The residue is purified by FC (eluent CH2Cl2 --CH3OH 99:1), to obtain 92 mg of a yellow oil (8... The reactants are COc1ccc(CS)cc1, CC(C)(C)OC(=O)Nc1ccc(CC(=CCCc2cccc(-c3ccccc3)c2)C(=O)OC(C)(C)C)cn1. Yields the product COc1ccc(CSC(CCc2cccc(-c3ccccc3)c2)C(Cc2ccc(NC(=O)OC(C)(C)C)nc2)C(=O)OC(C)(C)C)cc1. Reaction SMILES: [CH3:1][O:2][c:3]1[cH:4][cH:5][c:6]([CH2:9][SH:10])[cH:7][cH:8]1.[c:11]1(-[c:43]2[cH:44][cH:45][cH:46][cH:47][cH:48]2)[cH:12][c:13]([CH2:17][CH2:18][CH:19]=[C:20]([C:21](=[O:22])[O:23][C:24]([CH3:25])([CH3:26])[CH3:27])[CH2:28][c:29]2[cH:30][n:31][c:32]([NH:35][C:36](=[O:37])[O:38][C:39]([CH3:40])([CH3:41])[CH3:42])[cH:33][cH:34]2)[cH:14][cH:15][cH:16]1>>[CH3:1][O:2][c:3]1[cH:4][cH:5][c:6]([CH2:9][S:10][CH:19]([CH2:18][CH2:17][c:13]2[cH:12][c:11](-[c:43]3[cH:44][cH:45][cH:46][cH:47][cH:48]3)[cH:16][cH:15][cH:14]2)[CH:20]([C:21](=[O:22])[O:23][C:24]([CH3:25])([CH3:26])[CH3:27])[CH2:28][c:29]2[cH:30][n:31][c:32]([NH:35][C:36](=[O:37])[O:38][C:39]([CH3:40])([CH3:41])[CH3:42])[cH:33][cH:34]2)[cH:7][cH:8]1.